Dataset: the Open Reaction Database (ORD), a public repository of structured organic reaction records. Task: describe an organic reaction: reactants, conditions, products, and yield The reactants are [Br-], CN(C)C=O, CCOC(C)=O, c1ccc(C(c2ccccc2)N2CCNCC2)cc1, [K+], O, NS(=O)(=O)c1ccc(C(=O)O)cc1. Yields the product NS(=O)(=O)c1ccc(C(=O)N2CCN(C(c3ccccc3)c3ccccc3)CC2)cc1. RXN SMILES: [Br-:34].[CH3:36][N:37]([CH3:38])[CH:39]=[O:40].[CH3:41][CH2:42][O:43][C:44](=[O:45])[CH3:46].[CH:14]([c:15]1[cH:16][cH:17][cH:18][cH:19][cH:20]1)([c:21]1[cH:22][cH:23][cH:24][cH:25][cH:26]1)[N:27]1[CH2:28][CH2:29][NH:30][CH2:31][CH2:32]1.[K+:35].[OH2:33].[S:1]([NH2:2])(=[O:3])(=[O:4])[c:5]1[cH:6][cH:7][c:8]([C:9](=[O:10])[OH:11])[cH:12][cH:13]1>>[S:1]([NH2:2])(=[O:3])(=[O:4])[c:5]1[cH:6][cH:7][c:8]([C:9](=[O:11])[N:30]2[CH2:29][CH2:28][N:27]([CH:14]([c:15]3[cH:16][cH:17][cH:18][cH:19][cH:20]3)[c:21]3[cH:22][cH:23][cH:24][cH:25][cH:26]3)[CH2:32][CH2:31]2)[cH:12][cH:13]1. Starting materials: CC1=NC(=NC(=C1)C)S (4,6-dimethyl-2-mercaptopyrimidine), FC1=CC=C(C=C1)[N+](=O)[O-] (4-fluoronitrobenzene), C([O-])([O-])=O.[K+].[K+] (potassium carbonate). The solvent is C(C)#N (acetonitrile). Yields the product CC1=NC(=NC(=C1)C)C1=CC=C(C=C1)[N+](=O)[O-] (4,6-dimethyl-2-(4-nitrophenyl)pyrimidine). As a reaction SMILES: [CH3:1][C:2]1[CH:7]=[C:6]([CH3:8])[N:5]=[C:4](S)[N:3]=1.F[C:11]1[CH:16]=[CH:15][C:14]([N+:17]([O-:19])=[O:18])=[CH:13][CH:12]=1.C(=O)([O-])[O-].[K+].[K+]>C(#N)C>[CH3:1][C:2]1[CH:7]=[C:6]([CH3:8])[N:5]=[C:4]([C:11]2[CH:16]=[CH:15][C:14]([N+:17]([O-:19])=[O:18])=[CH:13][CH:12]=2)[N:3]=1 |f:2.3.4|. Reported procedure: A solution of 25.0 grams (g) 4,6-dimethyl-2-mercaptopyrimidine, 25.1 g 4-fluoronitrobenzene and 24.6 g potassium carbonate in 750 milliliters (ml) acetonitrile was refluxed for 16 hours. The solution was then filtered hot through a pad of dicalite. The dicalite was washed with 300 ml hot acetonitrile. The solvent was evaporated from the combined filtrates giving a waxy yellow solid. This solid was triturated with hexanes giving 42.5 g yellow solid. Starting materials: BrC1=CN=C(S1)C(CF)(O)[C@@H]1CC[C@H](CC1)C(=O)OCC (Racemic ethyl trans-4-[1-(5-bromo-1,3-thiazol-2-yl)-2-fluoro-1-hydroxyethyl]cyclohexane-carboxylate), C([O-])([O-])=O.[Cs+].[Cs+] (cesium carbonate), CC=1C=C(C=C(C1)B1OC(C(O1)(C)C)(C)C)NC1=NC=CC(=N1)C(F)(F)F (N-[3-methyl-5-(4,4,5,5-tetramethyl-1,3,2-dioxaborolan-2-yl)phenyl]-4-(trifluoromethyl)pyrimidin-2-amine), CC(C)C1=CC(=C(C(=C1)C(C)C)C2=C(C=CC=C2)P(C3CCCCC3)C4CCCCC4)C(C)C (X-Phos). The reagents and catalysts are C=1C=CC(=CC1)/C=C/C(=O)/C=C/C2=CC=CC=C2.C=1C=CC(=CC1)/C=C/C(=O)/C=C/C2=CC=CC=C2.C=1C=CC(=CC1)/C=C/C(=O)/C=C/C2=CC=CC=C2.[Pd].[Pd] (Pd2(dba)3). Solvent: O1CCOCC1 (1,4-dioxane), O (water). Run at temperature 100 celsius. Yields the product FCC(C=1SC(=CN1)C1=CC(=CC(=C1)NC1=NC=CC(=N1)C(F)(F)F)C)(O)[C@@H]1CC[C@H](CC1)C(=O)OCC (racemic ethyl trans-4-{2-fluoro-1-hydroxy-1-[5-(3-methyl-5-{[4-(trifluoromethyl)pyrimidin-2-yl]amino}phenyl)-1,3-thiazol-2-yl]ethyl}cyclohexanecarboxylate). As a reaction SMILES: Br[C:2]1[S:6][C:5]([C:7]([C@H:11]2[CH2:16][CH2:15][C@H:14]([C:17]([O:19][CH2:20][CH3:21])=[O:18])[CH2:13][CH2:12]2)([OH:10])[CH2:8][F:9])=[N:4][CH:3]=1.[CH3:22][C:23]1[CH:24]=[C:25]([NH:38][C:39]2[N:44]=[C:43]([C:45]([F:48])([F:47])[F:46])[CH:42]=[CH:41][N:40]=2)[CH:26]=[C:27](B2OC(C)(C)C(C)(C)O2)[CH:28]=1.CC(C1C=C(C(C)C)C(C2C=CC=CC=2P(C2CCCCC2)C2CCCCC2)=C(C(C)C)C=1)C.C(=O)([O-])[O-].[Cs+].[Cs+]>C1C=CC(/C=C/C(/C=C/C2C=CC=CC=2)=O)=CC=1.C1C=CC(/C=C/C(/C=C/C2C=CC=CC=2)=O)=CC=1.C1C=CC(/C=C/C(/C=C/C2C=CC=CC=2)=O)=CC=1.[Pd].[Pd].O.O1CCOCC1>[F:9][CH2:8][C:7]([C@H:11]1[CH2:16][CH2:15][C@H:14]([C:17]([O:19][CH2:20][CH3:21])=[O:18])[CH2:13][CH2:12]1)([OH:10])[C:5]1[S:6][C:2]([C:27]2[CH:26]=[C:25]([NH:38][C:39]3[N:44]=[C:43]([C:45]([F:48])([F:47])[F:46])[CH:42]=[CH:41][N:40]=3)[CH:24]=[C:23]([CH3:22])[CH:28]=2)=[CH:3][N:4]=1 |f:3.4.5,6.7.8.9.10|. Procedure details: Racemic ethyl trans-4-[1-(5-bromo-1,3-thiazol-2-yl)-2-fluoro-1-hydroxyethyl]cyclohexane-carboxylate (107 mg, 0.281 mmol), N-[3-methyl-5-(4,4,5,5-tetramethyl-1,3,2-dioxaborolan-2-yl)phenyl]-4-(trifluoromethyl)pyrimidin-2-amine (231 mg, 0.610 mmol), X-Phos (56 mg, 0.120 mmol), Pd2(dba)3 (52 mg, 0.056 mmol), cesium carbonate (429 mg, 1.32 mmol), 1,4-dioxane (3.0 ml) and water (0.3 ml) were combined and the vial was evacuated and purged with nitrogen 3 times then heated to 100° C. for 2 h. The mixtu... Reactants: CN(C)CCCl, COCCOC, Cl, [H-], [Na+], O=[N+]([O-])c1oc2cc(O)ccc2c1-c1ccccc1. The product is Cl, CN(C)CCOc1ccc2c(-c3ccccc3)c([N+](=O)[O-])oc2c1. Reaction SMILES: [CH3:23][N:24]([CH2:25][CH2:26][Cl:27])[CH3:28].[CH3:29][O:30][CH2:31][CH2:32][O:33][CH3:34].[ClH:22].[H-:20].[Na+:21].[OH:1][c:2]1[cH:3][c:4]2[c:5]([c:6](-[c:12]3[cH:13][cH:14][cH:15][cH:16][cH:17]3)[c:7]([N+:9](=[O:10])[O-:11])[o:8]2)[cH:18][cH:19]1>>[ClH:27].[O:1]([c:2]1[cH:3][c:4]2[c:5]([c:6](-[c:12]3[cH:13][cH:14][cH:15][cH:16][cH:17]3)[c:7]([N+:9](=[O:10])[O-:11])[o:8]2)[cH:18][cH:19]1)[CH2:26][CH2:25][N:24]([CH3:23])[CH3:28]. Reactants: CC(=O)OC(C)=O, COc1cc2nc(-c3ccc(-c4ccccc4)c(F)c3)[nH]c(=O)c2cc1O, c1ccncc1. The product is COc1cc2nc(-c3ccc(-c4ccccc4)c(F)c3)[nH]c(=O)c2cc1OC(C)=O. As a reaction SMILES: [CH3:28][C:29](=[O:30])[O:31][C:32]([CH3:33])=[O:34].[F:1][c:2]1[cH:3][c:4](-[c:14]2[n:15][c:16]3[cH:17][c:18]([O:26][CH3:27])[c:19]([OH:25])[cH:20][c:21]3[c:22](=[O:24])[nH:23]2)[cH:5][cH:6][c:7]1-[c:8]1[cH:9][cH:10][cH:11][cH:12][cH:13]1.[cH:35]1[cH:36][cH:37][n:38][cH:39][cH:40]1>>[F:1][c:2]1[cH:3][c:4](-[c:14]2[n:15][c:16]3[cH:17][c:18]([O:26][CH3:27])[c:19]([O:25][C:29]([CH3:28])=[O:30])[cH:20][c:21]3[c:22](=[O:24])[nH:23]2)[cH:5][cH:6][c:7]1-[c:8]1[cH:9][cH:10][cH:11][cH:12][cH:13]1. Reactants: [OH-].[Na+] (sodium hydroxide), C(CCC)NC1=NC(=C2N=C(N(C2=N1)CC1COCCC1)OC)N (N2-butyl-8-methoxy-9-(tetrahydro-2H-pyran-3-ylmethyl)-9H-purine-2,6-diamine), Cl (hydrogen chloride). The yield is 58.0%. Procedure: To a solution of N2-butyl-8-methoxy-9-(tetrahydro-2H-pyran-3-ylmethyl)-9H-purine-2,6-diamine (45 mg) in dry methanol (3 ml) at room temperature and under nitrogen was added 4.0M hydrogen chloride in 1,4-dioxane (0.7 ml) in one go. The reaction was left to stir at room temperature for 3 hours. The reaction was neutralised by the addition of 2.0M sodium hydroxide solution and concentrated in vacuo. The residue was taken up in water (5 ml) and the solid filtered and dried in vacuo (60° C.) for 30 m... Reaction conditions: time 3 hour. RXN SMILES: [CH2:1]([NH:5][C:6]1[N:14]=[C:13]2[C:9]([N:10]=[C:11]([O:22]C)[N:12]2[CH2:15][CH:16]2[CH2:21][CH2:20][CH2:19][O:18][CH2:17]2)=[C:8]([NH2:24])[N:7]=1)[CH2:2][CH2:3][CH3:4].Cl.[OH-].[Na+]>CO.O1CCOCC1>[NH2:24][C:8]1[N:7]=[C:6]([NH:5][CH2:1][CH2:2][CH2:3][CH3:4])[N:14]=[C:13]2[C:9]=1[NH:10][C:11](=[O:22])[N:12]2[CH2:15][CH:16]1[CH2:21][CH2:20][CH2:19][O:18][CH2:17]1 |f:2.3|. Run in CO (methanol), O1CCOCC1 (1,4-dioxane). Product: NC1=C2NC(N(C2=NC(=N1)NCCCC)CC1COCCC1)=O (6-Amino-2-butylamino-9-(tetrahydro-2H-pyran-3-ylmethyl)-7,9-dihydro-8H-Purin-8-one). Reactants: ( 4 ), C(C)C1=CC=C(C=C1)CC(C=C(C)O)=O (1-(4-ethylphenyl)-4-hydroxy-3-penten-2-one), O.NN (hydrazine hydrate). Reported procedure: 4-Ethylphenylacetic acid (3.0 g) (see Japanese Unexamined Patent Publication 63-233975) was dissolved in dichloromethane (15 ml), and thereto were added oxalyl chloride (6.0 ml) and N,N-dimethylformamide (one drop). The mixture was stirred at room temperature for 1.5 hours. The reaction mixture was evaporated under reduced pressure, and the residue was subjected to azeotropic distillation with toluene to give a crude 4-ethylphenylacetyl chloride, which was used in the subsequent step without fur... The solvent is C1(=CC=CC=C1)C (toluene). As a reaction SMILES: [CH2:1]([C:3]1[CH:8]=[CH:7][C:6]([CH2:9][C:10](=O)[CH:11]=[C:12](O)[CH3:13])=[CH:5][CH:4]=1)[CH3:2].O.[NH2:17][NH2:18]>C1(C)C=CC=CC=1>[CH2:1]([C:3]1[CH:8]=[CH:7][C:6]([CH2:9][C:10]2[CH:11]=[C:12]([CH3:13])[NH:18][N:17]=2)=[CH:5][CH:4]=1)[CH3:2] |f:1.2|. Run at temperature 100 celsius. Yields the product C(C)C1=CC=C(C=C1)CC1=NNC(=C1)C (3-(4-ethylphenylmethyl)-5-methyl-1H-pyrazole).